Dataset: the Open Reaction Database (ORD), a public repository of structured organic reaction records. Task: describe an organic reaction: reactants, conditions, products, and yield Procedure: A flask containing the title compound from Example 1 Step B (20 mg, 0.08 mmol), formic hydrazide (6.0 mg, 0.10 mmol) and cyclohexanol (0.50 ml, 0.08 mmol) was heated to reflux for 6 hours. The reaction was cooled to room temperature, diluted with dimethylsulfoxide, acidified with trifluoroacetic acid and passed through a syringe filter. Purification by reverse phase HPLC (C18 column, 10 to 100% acetonitrile/water, both 0.1% v/v trifluoroacetic acid) provided the title compound: LCMS m/z 249.16 [... Reaction SMILES: [N:1]1[CH:6]=[CH:5][CH:4]=[C:3]([C:7]2[CH:8]=[C:9]3[C:14](=[CH:15][CH:16]=2)[NH:13][C:12](=S)[CH2:11][CH2:10]3)[CH:2]=1.[CH:18]([NH:20][NH2:21])=O.C1(O)CCCCC1.[F:29][C:30]([F:35])([F:34])[C:31]([OH:33])=[O:32]>CS(C)=O>[F:29][C:30]([F:35])([F:34])[C:31]([OH:33])=[O:32].[N:1]1[CH:6]=[CH:5][CH:4]=[C:3]([C:7]2[CH:8]=[C:9]3[C:14](=[CH:15][CH:16]=2)[N:13]2[CH:18]=[N:20][N:21]=[C:12]2[CH2:11][CH2:10]3)[CH:2]=1. The solvent is CS(=O)C (dimethylsulfoxide). Reactants: N1=CC(=CC=C1)C=1C=C2CCC(NC2=CC1)=S (6-(pyridin-3-yl)-3,4-dihydroquinoline-2(1H)-thione), C(=O)NN (formic hydrazide), C1(CCCCC1)O (cyclohexanol), FC(C(=O)O)(F)F (trifluoroacetic acid). The product is FC(C(=O)O)(F)F (trifluoroacetic acid), N1=CC(=CC=C1)C=1C=C2CCC=3N(C2=CC1)C=NN3 (7-(pyridin-3-yl)-4,5-dihydro[1,2,4]triazolo[4,3-a]quinoline). Starting materials: O=C([O-])O, CC#N, ClC(Cl)Cl, [Na+], Cc1cc(-c2ccccc2)cc2c1nc(CCO)n2Cc1ccc2c(c1)CCc1ccccc1C2=CC#N. Product: Cc1cc(-c2ccccc2)cc2c1ncn2Cc1ccc2c(c1)CCc1ccccc1C2=CC#N. RXN SMILES: [C:43](=[O:44])([O-:45])[OH:46].[CH3:48][C:49]#[N:50].[CH:39]([Cl:40])([Cl:41])[Cl:42].[Na+:47].[OH:1][CH2:2][CH2:3][c:4]1[n:5][c:6]2[c:7]([n:8]1[CH2:9][c:10]1[cH:11][c:12]3[c:13]([cH:26][cH:27]1)[C:14](=[CH:23][C:24]#[N:25])[c:15]1[c:16]([cH:19][cH:20][cH:21][cH:22]1)[CH2:17][CH2:18]3)[cH:28][c:29](-[c:33]1[cH:34][cH:35][cH:36][cH:37][cH:38]1)[cH:30][c:31]2[CH3:32]>>[cH:4]1[n:5][c:6]2[c:7]([n:8]1[CH2:9][c:10]1[cH:11][c:12]3[c:13]([cH:26][cH:27]1)[C:14](=[CH:23][C:24]#[N:25])[c:15]1[c:16]([cH:19][cH:20][cH:21][cH:22]1)[CH2:17][CH2:18]3)[cH:28][c:29](-[c:33]1[cH:34][cH:35][cH:36][cH:37][cH:38]1)[cH:30][c:31]2[CH3:32].